This data is from the Open Reaction Database (ORD), a public repository of structured organic reaction records. The task is: describe an organic reaction: reactants, conditions, products, and yield Starting materials: FC(C(=O)OCC)F (ethyl difluoroacetate), [Cl-].[NH4+] (ammonium chloride), BrC=1C=C(C(=O)OC(C)(C)C)C=C(C1)Br (tert-butyl 3,5-dibromobenzoate), [Cl-] (chloride), BrC=1C=C(C(=O)OC(C)(C)C)C=C(C1)Br (tert-butyl 3,5-dibromobenzoate). The solvent is CO (methanol), O1CCCC1 (tetrahydrofuran). Conditions: time 1 hour. Product: BrC=1C=C(C(=O)OC(C)(C)C)C=C(C1)C(C(F)F)O (tert-butyl 3-bromo-5-(2,2-difluoro-1-hydroxyethyl)benzoate). Isolated yield 21.8%. RXN SMILES: Br[C:2]1[CH:3]=[C:4]([CH:12]=[C:13]([Br:15])[CH:14]=1)[C:5]([O:7][C:8]([CH3:11])([CH3:10])[CH3:9])=[O:6].[Cl-].[F:17][CH:18]([F:24])[C:19](OCC)=[O:20].[Cl-].[NH4+]>O1CCCC1.CO>[Br:15][C:13]1[CH:12]=[C:4]([CH:3]=[C:2]([CH:19]([OH:20])[CH:18]([F:24])[F:17])[CH:14]=1)[C:5]([O:7][C:8]([CH3:11])([CH3:10])[CH3:9])=[O:6] |f:3.4|. Procedure: To a solution of tert-butyl 3,5-dibromobenzoate (18.43 g, 54.9 mmol) in tetrahydrofuran (137 mL) at 0° C. was added isopropylmagnessium chloride (2.0 M in THF; 46.6 mL, 93 mmol). The reaction mixture was warmed to ambient temperature. The reaction was monitor by LC-MS for disappearance of tert-butyl 3,5-dibromobenzoate. The mixture was cooled back to 0° C. and ethyl difluoroacetate (13.7 mL, 137 mmol) was added. The mixture was stirred at 0° C. for 1 h, then warmed to ambient temperature. After ... RXN SMILES: [CH3:24][C:25]([CH3:26])([O-:27])[CH3:28].[CH3:30][I:31].[K+:29].[OH:1][CH:2]([CH3:3])[CH:4]1[CH2:5][CH2:6][CH:7]2[CH:8]3[CH2:9][CH2:10][C:11]4=[CH:12][C:13](=[O:23])[CH2:14][CH2:15][C:16]4([CH3:17])[CH:18]3[CH2:19][CH2:20][C:21]12[CH3:22]>>[OH:1][CH:2]([CH3:3])[CH:4]1[CH2:5][CH2:6][CH:7]2[CH:8]3[CH2:9][CH2:10][C:11]4=[C:12]([CH3:24])[C:13](=[O:23])[CH2:14][CH2:15][C:16]4([CH3:17])[CH:18]3[CH2:19][CH2:20][C:21]12[CH3:22]. The reactants are CC(C)(C)[O-], CI, [K+], CC(O)C1CCC2C3CCC4=CC(=O)CCC4(C)C3CCC12C. The product is CC1=C2CCC3C(CCC4(C)C(C(C)O)CCC34)C2(C)CCC1=O. The reactants are OC1=C(C(=O)OCC)C=C(C=C1)O (ethyl 2,5-dihydroxybenzoate), C(C1=CC=CC=C1)Cl (benzyl chloride), C([O-])([O-])=O.[K+].[K+] (potassium carbonate). Solvent: CC(=O)C (acetone). Product: C(C1=CC=CC=C1)OC=1C=CC(=C(C(=O)OCC)C1)O (ethyl 5-benzyloxy-2-hydroxybenzoate). RXN SMILES: [OH:1][C:2]1[CH:12]=[CH:11][C:10]([OH:13])=[CH:9][C:3]=1[C:4]([O:6][CH2:7][CH3:8])=[O:5].[CH2:14](Cl)[C:15]1[CH:20]=[CH:19][CH:18]=[CH:17][CH:16]=1.C(=O)([O-])[O-].[K+].[K+]>CC(C)=O>[CH2:14]([O:13][C:10]1[CH:11]=[CH:12][C:2]([OH:1])=[C:3]([CH:9]=1)[C:4]([O:6][CH2:7][CH3:8])=[O:5])[C:15]1[CH:20]=[CH:19][CH:18]=[CH:17][CH:16]=1 |f:2.3.4|. Procedure: In 100 ml of acetone is dissolved 15 g (0.0824 moles) of ethyl 2,5-dihydroxybenzoate, 13.9 g (0.110 mole) benzyl chloride and 34.1 g (0.247 mole) potassium carbonate. The mixture is heated to its reflux temperature and maintained at reflux for 22 hours. The solution is filtered and the residue is washed with acetone. The filtrate and washings are concentrated, and the residue is dissolved in diethyl ether. The ether extracts are washed twice with water then with saturated sodium chloride solutio...